From a dataset of the Open Reaction Database (ORD), a public repository of structured organic reaction records. describe an organic reaction: reactants, conditions, products, and yield The reactants are Cl, N, COC(=O)CCc1ccc(O)cc1. Product: NC(=O)CCc1ccc(O)cc1. RXN SMILES: [ClH:14].[NH3:15].[OH:1][c:2]1[cH:3][cH:4][c:5]([CH2:8][CH2:9][C:10]([O:12][CH3:11])=[O:13])[cH:6][cH:7]1>>[OH:1][c:2]1[cH:3][cH:4][c:5]([CH2:8][CH2:9][C:10](=[O:12])[NH2:15])[cH:6][cH:7]1.